From a dataset of the Open Reaction Database (ORD), a public repository of structured organic reaction records. describe an organic reaction: reactants, conditions, products, and yield The reactants are COC=1C=C(C=O)C=CC1 (3-methoxybenzaldehyde), C(C)OC(CC(=O)C(=O)OCC)=O (oxalacetic acid diethyl ester), C(C)OC(\C=C(\C)/N)=O (β-aminocrotonic acid ethyl ester). Solvent: C(C)O (ethanol). Yields the product C(C)OC(=O)C1=C(NC(=C(C1C1=CC(=CC=C1)OC)C(=O)OCC)C(=O)OCC)C (2-Methyl-4-(3'-methoxyphenyl)-1,4-dihydropyridine-3,5,6-tricarboxylic acid triethyl ester). As a reaction SMILES: [CH3:1][O:2][C:3]1[CH:4]=[C:5]([CH:8]=[CH:9][CH:10]=1)[CH:6]=O.[CH2:11]([O:13][C:14](=[O:23])[CH2:15][C:16]([C:18]([O:20][CH2:21][CH3:22])=[O:19])=O)[CH3:12].[CH2:24]([O:26][C:27](=[O:32])/[CH:28]=[C:29](\[NH2:31])/[CH3:30])[CH3:25]>C(O)C>[CH2:24]([O:26][C:27]([C:28]1[CH:6]([C:5]2[CH:8]=[CH:9][CH:10]=[C:3]([O:2][CH3:1])[CH:4]=2)[C:15]([C:14]([O:13][CH2:11][CH3:12])=[O:23])=[C:16]([C:18]([O:20][CH2:21][CH3:22])=[O:19])[NH:31][C:29]=1[CH3:30])=[O:32])[CH3:25]. Reported procedure: 27.2 g of 3-methoxybenzaldehyde, 38 g of oxalacetic acid diethyl ester and 26 g of β-aminocrotonic acid ethyl ester in 120 ccs of ethanol are heated to the boil overnight and evaporated in vacuo. Oil (orange). Starting materials: [BH3-]C#N.[Na+] (NaBH3CN), CC1=C(N)C=CC=C1 (2-methylaniline), C1(=CC=CC=C1)C (toluene), BrC=1C=CC=C2CCCC(C12)=O (8-bromo-3,4-dihydronaphthalen-1(2H)-one). Reagents/catalysts: Cl[Ti](Cl)(Cl)Cl (TiCl4). Solvent: C(C)(=O)O (acetic acid), O (water). Conditions: temperature 90 celsius, time 30 minute. Product: BrC=1C=CC=C2CCCC(C12)NC1=C(C=CC=C1)C (8-bromo-N-(o-tolyl)-1,2,3,4-tetrahydronaphthalen-1-amine). Reaction SMILES: [CH3:1][C:2]1[CH:8]=[CH:7][CH:6]=[CH:5][C:3]=1[NH2:4].C1(C)C=CC=CC=1.[Br:16][C:17]1[CH:18]=[CH:19][CH:20]=[C:21]2[C:26]=1[C:25](=O)[CH2:24][CH2:23][CH2:22]2.[BH3-]C#N.[Na+]>Cl[Ti](Cl)(Cl)Cl.C(O)(=O)C.O>[Br:16][C:17]1[CH:18]=[CH:19][CH:20]=[C:21]2[C:26]=1[CH:25]([NH:4][C:3]1[CH:5]=[CH:6][CH:7]=[CH:8][C:2]=1[CH3:1])[CH2:24][CH2:23][CH2:22]2 |f:3.4|. Procedure: To a stirred solution of 57.1 g (533 mmol) of 2-methylaniline in 300 ml of toluene 25.3 g (133 mmol) of TiCl4 was added dropwise for 30 min at room temperature in argon atmosphere. The resulting mixture was stirred for 30 min at 90° C. followed by an addition of 30.0 g (133.0 mmol) 8-bromo-3,4-dihydronaphthalen-1(2H)-one. This mixture was stirred for 10 min at 90° C., poured into 500 ml of water, and the product was extracted with 3×200 ml of ethyl acetate. The combined organic extract was dried... The reactants are C1(=CC=CC=C1)C(F)(F)F (benzotrifluoride), S(O)(O)(=O)=O (sulphuric acid), ice, [N+](=O)(O)[O-] (nitric acid). Solvent: O (water). Product: [N+](=O)([O-])C=1C=C(C=CC1)C(F)(F)F (3-nitrobenzotrifluoride). Yield: 97.5%. Reaction SMILES: [C:1]1([C:7]([F:10])([F:9])[F:8])[CH:6]=[CH:5][CH:4]=[CH:3][CH:2]=1.S(=O)(=O)(O)O.[N+:16]([O-])([OH:18])=[O:17]>O>[N+:16]([C:3]1[CH:2]=[C:1]([C:7]([F:10])([F:9])[F:8])[CH:6]=[CH:5][CH:4]=1)([O-:18])=[O:17]. Procedure details: To a stirred mixture of benzotrifluoride (80.0 g, 0.55 m) and concentrated sulphuric acid (200 ml) was added fuming nitric acid (95% w/w; 29.3 ml, 44.0 g, 1.2 equivalents) over 30 minutes, maintaining the temperature of the stirred reaction mixture at between 20° and 30° by means of external cooling. After completion of the addition, stirring was continued at room temperature for a further hour and then the reaction mixture was poured onto a mixture of ice (1 kg) and water (100 ml). The resultan... Product: O=C(CNC(=O)OCc1ccccc1)Nc1ccncc1. As a reaction SMILES: [CH2:1]([c:2]1[cH:3][cH:4][cH:5][cH:6][cH:7]1)[O:8][C:9](=[O:10])[NH:11][CH2:12][C:13](=[O:14])[OH:15].[CH3:23][N:24]([CH3:25])[CH:26]=[O:27].[NH2:16][c:17]1[cH:18][cH:19][n:20][cH:21][cH:22]1>>[CH2:1]([c:2]1[cH:3][cH:4][cH:5][cH:6][cH:7]1)[O:8][C:9](=[O:10])[NH:11][CH2:12][C:13](=[O:15])[NH:16][c:17]1[cH:18][cH:19][n:20][cH:21][cH:22]1. Reactants: O=C(O)CNC(=O)OCc1ccccc1, CN(C)C=O, Nc1ccncc1. Reactants: C(C)(C)(C)C=1C(=C(N(N1)C)C(=O)Cl)Cl (5-tert-butyl-4-chloro-2-methyl-2H-pyrazole-3-carbonyl chloride), BrC=1N=C(C(=NC1)N)N (5-bromo-pyrazine-2,3-diamine), CN(C)C=O.C(Cl)Cl (DMF DCM), [H-].[Na+] (NaH). Run in CCOC(=O)C (EtOAc). Reaction conditions: time 1 hour. The product is NC=1C(=NC=C(N1)Br)NC(=O)C=1N(N=C(C1Cl)C(C)(C)C)C (5-tert-butyl-4-chloro-2-methyl-2H-pyrazole-3-carboxylic acid (3-amino-5-bromo-pyrazin-2-yl)-amide). RXN SMILES: [Br:1][C:2]1[N:3]=[C:4]([NH2:9])[C:5]([NH2:8])=[N:6][CH:7]=1.CN(C=O)C.C(Cl)Cl.[H-].[Na+].[C:20]([C:24]1[C:25]([Cl:33])=[C:26]([C:30](Cl)=[O:31])[N:27]([CH3:29])[N:28]=1)([CH3:23])([CH3:22])[CH3:21]>CCOC(C)=O>[NH2:9][C:4]1[C:5]([NH:8][C:30]([C:26]2[N:27]([CH3:29])[N:28]=[C:24]([C:20]([CH3:22])([CH3:21])[CH3:23])[C:25]=2[Cl:33])=[O:31])=[N:6][CH:7]=[C:2]([Br:1])[N:3]=1 |f:1.2,3.4|. Reported procedure: To a mixture of 5-bromo-pyrazine-2,3-diamine (250 mg, 1.32 mmol) in 1:1 DMF/DCM (8 mL) was added NaH (159 mg, 3.97 mmol, 60% dispersion in mineral oil) slowly. After stirring at room temperature for 1 h, the resulting mixture was cooled to 0° C. Solid 5-tert-butyl-4-chloro-2-methyl-2H-pyrazole-3-carbonyl chloride (373 mg, 1.59 mmol, prepared as described in Example 1, STEP C) was added slowly. The resulting mixture was warmed to room temperature and then stirred for 18 h. The resulting mixture w... The reactants are BrC=1SC(=CC1[N+](=O)[O-])C(=O)OCC (ethyl 2-bromo-3-nitro-5-thiophenecarboxylate), [N-]=[N+]=[N-].[Na+] (sodium azide), ice water. The solvent is C(C)O (ethanol), CO (methanol). Conditions: temperature 70 celsius. The product is [N+]1(=C2C(=NO1)SC(=C2)C(=O)OCC)[O-] (ethyl thieno[2,3-c][1,2,5]oxadiazole-5-carboxylate-1-oxide). Isolated yield 33.7%. RXN SMILES: Br[C:2]1[S:3][C:4]([C:10]([O:12][CH2:13][CH3:14])=[O:11])=[CH:5][C:6]=1[N+:7]([O-:9])=[O:8].[N-:15]=[N+]=[N-].[Na+]>CO.C(O)C>[N+:7]1([O-:9])[O:8][N:15]=[C:2]2[S:3][C:4]([C:10]([O:12][CH2:13][CH3:14])=[O:11])=[CH:5][C:6]=12 |f:1.2|. Procedure: A suspension of 25.0 g (90 mmol) of ethyl 2-bromo-3-nitro-5-thiophenecarboxylate (Tetrahedron 21 (1965) 1061) and 29.0 g (450 mmol) of sodium azide in 300 ml of methanol is stirred at room temperature for 4 hours in 300 ml of ethanol. The mixture is poured into 4 l of ice-water, the precipitate is filtered off and the residue is heated at 70° C. for 3 hours in 700 ml of toluene. Subsequent purification by flash chromatography yields 6.5 g (34%) of ethyl thieno[2,3-c][1,2,5]oxadiazole-5-carboxyla...